From a dataset of the Open Reaction Database (ORD), a public repository of structured organic reaction records. describe an organic reaction: reactants, conditions, products, and yield Reactants: CC(C)(C)NS(=O)(=O)c1ccc(B(O)O)cc1, FC(F)(F)c1ccc(-c2cc(C(F)(F)F)nc(-n3cnc(I)c3)n2)cc1. Yields the product CC(C)(C)NS(=O)(=O)c1ccc(-c2cn(-c3nc(-c4ccc(C(F)(F)F)cc4)cc(C(F)(F)F)n3)cn2)cc1. RXN SMILES: [C:27]([CH3:28])([CH3:29])([CH3:30])[NH:31][S:32](=[O:33])(=[O:34])[c:35]1[cH:36][cH:37][c:38]([B:41]([OH:42])[OH:43])[cH:39][cH:40]1.[I:1][c:2]1[n:3][cH:4][n:5](-[c:7]2[n:8][c:9](-[c:17]3[cH:18][cH:19][c:20]([C:23]([F:24])([F:25])[F:26])[cH:21][cH:22]3)[cH:10][c:11]([C:13]([F:14])([F:15])[F:16])[n:12]2)[cH:6]1>>[c:2]1(-[c:38]2[cH:37][cH:36][c:35]([S:32]([NH:31][C:27]([CH3:28])([CH3:29])[CH3:30])(=[O:33])=[O:34])[cH:40][cH:39]2)[n:3][cH:4][n:5](-[c:7]2[n:8][c:9](-[c:17]3[cH:18][cH:19][c:20]([C:23]([F:24])([F:25])[F:26])[cH:21][cH:22]3)[cH:10][c:11]([C:13]([F:14])([F:15])[F:16])[n:12]2)[cH:6]1. Reactants: [H-].[K+] (potassium hydride), OC=1C=NC2=CC=CC=C2C1 (3-hydroxyquinoline), O1CCCC1 (tetrahydrofuran), 2-bromomethyl methyl ether. The solvent is CN(C=O)C (dimethylformamide). Reaction conditions: time 1 hour. Yields the product COCCOC=1C=NC2=CC=CC=C2C1 (3-(Methoxyethoxy)quinoline). Reaction SMILES: [H-].[K+].[OH:3][C:4]1[CH:5]=[N:6][C:7]2[C:12]([CH:13]=1)=[CH:11][CH:10]=[CH:9][CH:8]=2.[O:14]1[CH2:18]C[CH2:16][CH2:15]1>CN(C)C=O>[CH3:18][O:14][CH2:15][CH2:16][O:3][C:4]1[CH:5]=[N:6][C:7]2[C:12]([CH:13]=1)=[CH:11][CH:10]=[CH:9][CH:8]=2 |f:0.1|. Procedure: 0.75 g of a potassium hydride suspension (20% in oil) is added to a solution of 0.5 g of 3-hydroxyquinoline in 10 ml of tetrahydrofuran, while cooling with ice, and the mixture is stirred for 1 h. 1.25 ml of 2-bromomethyl methyl ether, dissolved in 10 ml of dimethylformamide, are then added and the mixture is allowed to warm to room temperature and is finally stirred at 60° C. for 1 h. After customary working up, the 3-(Methoxyethoxy)quinoline thus obtained is purified by means of FC over 80 g o... Starting materials: CN1CCOCC1 (N- methyl morpholine), ClC=1C=CC2=C(CCC=3C(=NC=CC3)C2=C2CCNCC2)C1 (8-CHLORO-11-(4-PIPERIDYLIDENE)-6,11-DIHYDRO-5H-BENZO[5,6]CYCLOHEPTA[1,2-b]PYRIDINE), 4-pyridyl acetic acid N-oxide, ON1N=NC2=C1C=CC=C2 (1-hydroxybenzotriazole), CN(C)C=O (DMF). Reaction conditions: time 8 hour. Yields the product N (ammonia), ClC=1C=CC2=C(CCC=3C(=NC=CC3)C2=C2CC[N+](CC2)(C(CC2=CC=NC=C2)=O)[O-])C1 (4-(8-CHLORO-5,6-DIHYDRO-11H-BENZO-[5,6]CYCLOHEPTA[1,2-b]PYRIDIN-11-YLIDENE)-1-[(4-PYRIDINYL)ACETYL]-PIPERIDINE N1 OXIDE). Reaction SMILES: [Cl:1][C:2]1[CH:3]=[CH:4][C:5]2[C:15](=[C:16]3[CH2:21][CH2:20][NH:19][CH2:18][CH2:17]3)[C:10]3=[N:11][CH:12]=[CH:13][CH:14]=[C:9]3[CH2:8][CH2:7][C:6]=2[CH:22]=1.O[N:24]1[C:28]2[CH:29]=[CH:30][CH:31]=[CH:32]C=2N=N1.CN1CC[O:37][CH2:36][CH2:35]1.CN(C=[O:44])C>>[NH3:11].[Cl:1][C:2]1[CH:3]=[CH:4][C:5]2[C:15](=[C:16]3[CH2:17][CH2:18][N+:19]([O-:44])([C:36](=[O:37])[CH2:35][C:30]4[CH:29]=[CH:28][N:24]=[CH:32][CH:31]=4)[CH2:20][CH2:21]3)[C:10]3=[N:11][CH:12]=[CH:13][CH:14]=[C:9]3[CH2:8][CH2:7][C:6]=2[CH:22]=1. Reported procedure: To a mixture of 0.933 g(3 mmol) of 4-(8-chloro-5,6-dihydro-11H-benzo-[5,6]cyclohepta(1,2-b]pyridin-11-ylidene)-piperidine (product from Preparative Example 1, step G), 0.46 g(3 mmol) of 4-pyridyl acetic acid N-oxide (prepared as described in Preparative Example 8) 1-hydroxybenzotriazole (0.40 g, 3 mmol) in 20 mL of DMF at ~4° C. and under nitrogen atmosphere was added N- methyl morpholine(1.65 mL, 15 mmol) followed by DEC an reaction stirred overnight at room temperature. The volatiles were stri... Reactants: C([O-])([O-])=O.[Na+].[Na+] (sodium carbonate), ClC=1C=C2C(=CNC2=CC1)CCNC(C1=CC=C(C=C1)I)=O (N-(2-(5-chloro-1H-indol-3-yl)ethyl)-4-iodobenzamide), COC=1C=C(C=CC1)B(O)O (3-methoxyphenylboronic acid). Reagents/catalysts: C=1C=CC(=CC1)[P](C=2C=CC=CC2)(C=3C=CC=CC3)[Pd]([P](C=4C=CC=CC4)(C=5C=CC=CC5)C=6C=CC=CC6)([P](C=7C=CC=CC7)(C=8C=CC=CC8)C=9C=CC=CC9)[P](C=1C=CC=CC1)(C=1C=CC=CC1)C=1C=CC=CC1 (tetrakis(triphenylphosphine)palladium). Run in C(OC)COC (dimethoxyethane), O (water). Product: eluent, ClC=1C=C2C(=CNC2=CC1)CCNC(=O)C1=CC=C(C=C1)C1=CC(=CC=C1)OC (N-(2-(5-chloro-1H-indol-3-yl)ethyl)-3′-methoxybiphenyl-4-carboxamide). The yield is 73.0%. Reaction SMILES: [Cl:1][C:2]1[CH:3]=[C:4]2[C:8](=[CH:9][CH:10]=1)[NH:7][CH:6]=[C:5]2[CH2:11][CH2:12][NH:13][C:14](=[O:22])[C:15]1[CH:20]=[CH:19][C:18](I)=[CH:17][CH:16]=1.[CH3:23][O:24][C:25]1[CH:26]=[C:27](B(O)O)[CH:28]=[CH:29][CH:30]=1.C(=O)([O-])[O-].[Na+].[Na+]>C(COC)OC.O.C1C=CC([P]([Pd]([P](C2C=CC=CC=2)(C2C=CC=CC=2)C2C=CC=CC=2)([P](C2C=CC=CC=2)(C2C=CC=CC=2)C2C=CC=CC=2)[P](C2C=CC=CC=2)(C2C=CC=CC=2)C2C=CC=CC=2)(C2C=CC=CC=2)C2C=CC=CC=2)=CC=1>[Cl:1][C:2]1[CH:3]=[C:4]2[C:8](=[CH:9][CH:10]=1)[NH:7][CH:6]=[C:5]2[CH2:11][CH2:12][NH:13][C:14]([C:15]1[CH:20]=[CH:19][C:18]([C:29]2[CH:28]=[CH:27][CH:26]=[C:25]([O:24][CH3:23])[CH:30]=2)=[CH:17][CH:16]=1)=[O:22] |f:2.3.4,^1:50,52,71,90|. Reported procedure: N-(2-(5-chloro-1H-indol-3-yl)ethyl)-3′-methoxybiphenyl-4-carboxamide was prepared according to method B with N-(2-(5-chloro-1H-indol-3-yl)ethyl)-4-iodobenzamide (0.075 g; 0.176 mmol), 3-methoxyphenylboronic acid (0.028 g; 0.180 mmol), tetrakis(triphenylphosphine)palladium (0.010 g; 0.009 mmol), sodium carbonate (0.037 g; 0.353 mmol), in dimethoxyethane (3 mL) and water (1 mL), irradiated in a microwave oven at 130° C. for 15 minutes. Flash chromatography on silica gel (eluent 2 to 20% ethyl acet...